The task is: describe an organic reaction: reactants, conditions, products, and yield. This data is from the Open Reaction Database (ORD), a public repository of structured organic reaction records. Starting materials: N (ammonia), ClC(=O)N1C2=C(NC(C3=C1C=CC=C3)=O)C=CC=N2 (11-(chlorocarbonyl)-5,11-dihydro-6H-pyrido[2,3-b][1,4]benzodiazepin-6-one), C(C)N(CCCC1NCCCC1)CC (2-[3-(diethylamino)propyl]piperidine), C(C)(=O)OCC (ethyl acetate). Run in ClCCl.C(C)(=O)OCC.C1CCCCC1.CO (dichloromethane ethyl acetate cyclohexane methanol). Product: C(C)N(CCCC1N(CCCC1)C(=O)N1C2=C(NC(C3=C1C=CC=C3)=O)C=CC=N2)CC (11-[[2-[3-(Diethylamino)propyl]-1-piperidinyl]-carbonyl]-5,11-dihydro-6H-pyrido[2,3-b][1,4]benzodiazepin-6-one). Isolated yield 70.0%. As a reaction SMILES: Cl[C:2]([N:4]1[C:10]2[CH:11]=[CH:12][CH:13]=[CH:14][C:9]=2[C:8](=[O:15])[NH:7][C:6]2[CH:16]=[CH:17][CH:18]=[N:19][C:5]1=2)=[O:3].[CH2:20]([N:22]([CH2:32][CH3:33])[CH2:23][CH2:24][CH2:25][CH:26]1[CH2:31][CH2:30][CH2:29][CH2:28][NH:27]1)[CH3:21].C(OCC)(=O)C.N>ClCCl.C(OCC)(=O)C.C1CCCCC1.CO>[CH2:32]([N:22]([CH2:20][CH3:21])[CH2:23][CH2:24][CH2:25][CH:26]1[CH2:31][CH2:30][CH2:29][CH2:28][N:27]1[C:2]([N:4]1[C:10]2[CH:11]=[CH:12][CH:13]=[CH:14][C:9]=2[C:8](=[O:15])[NH:7][C:6]2[CH:16]=[CH:17][CH:18]=[N:19][C:5]1=2)=[O:3])[CH3:33] |f:4.5.6.7|. Procedure details: Prepared analogously to Example 4 from 11-(chlorocarbonyl)-5,11-dihydro-6H-pyrido[2,3-b][1,4]benzodiazepin-6-one and 2-[3-(diethylamino)propyl]piperidine in a yield of 70% of theory. Colourless crystals, m.p. 125°-128° C. (ethyl acetate), Rf 0.15 (MachereyNagel, Polygram® SIL G/UV254, pre-coated plastic sheets for TLC; eluant: dichloromethane/ethyl acetate/cyclohexane/methanol/conc. ammonia 58/25/8/8/1, v/v/v/v/v)